Dataset: the Open Reaction Database (ORD), a public repository of structured organic reaction records. Task: describe an organic reaction: reactants, conditions, products, and yield Starting materials: O=C(OO)c1cccc(Cl)c1, COc1ccnc(CSc2nc3cc(C(F)(F)F)ccc3[nH]2)c1. Product: COc1ccnc(CS(=O)c2nc3cc(C(F)(F)F)ccc3[nH]2)c1. As a reaction SMILES: [Cl:24][c:25]1[cH:26][c:27]([C:32](=[O:29])[O:33][OH:34])[cH:28][cH:30][cH:31]1.[F:1][C:2]([c:3]1[cH:4][c:5]2[c:6]([nH:7][c:8]([S:10][CH2:11][c:12]3[n:13][cH:14][cH:15][c:16]([O:18][CH3:19])[cH:17]3)[n:9]2)[cH:20][cH:21]1)([F:22])[F:23]>>[F:1][C:2]([c:3]1[cH:4][c:5]2[c:6]([nH:7][c:8]([S:10]([CH2:11][c:12]3[n:13][cH:14][cH:15][c:16]([O:18][CH3:19])[cH:17]3)=[O:29])[n:9]2)[cH:20][cH:21]1)([F:22])[F:23]. The reactants are ( A ), BrC=1C=C(C=CC1OC)CN(C(=O)C1(CC1)C(=O)N)CC=1C(=C2C(=NC1CC)N(N=C2)CC)NC2CCOCC2 (N1-{[3-bromo-4-(methyloxy)phenyl]methyl}-N1-{[1,6-diethyl-4-(tetrahydro-2H-pyran-4-ylamino)-1H-pyrazolo[3,4-b]pyridin-5-yl]methyl}-1,1-cyclopropanedicarboxamide), CC1(OB(OC1(C)C)C=1C=C(C=CC1)CC1CCN(CC1)C(=O)OC(C)(C)C)C (1,1-dimethylethyl 4-{[3-(4,4,5,5-tetramethyl-1,3,2-dioxaborolan-2-yl)phenyl]methyl}-1-piperidinecarboxylate), C(=O)([O-])[O-].[Na+].[Na+] (Na2CO3). Reagents/catalysts: C1=CC=C(C=C1)P([C-]2C=CC=C2)C3=CC=CC=C3.C1=CC=C(C=C1)P([C-]2C=CC=C2)C3=CC=CC=C3.Cl[Pd]Cl.[Fe+2] (PdCl2(dppf)). Run in O1CCOCC1 (1,4-dioxane), O (water). Run at temperature 100 celsius. Yields the product C(C)N1N=CC=2C1=NC(=C(C2NC2CCOCC2)CNC(=O)C2(CC2)C(=O)NCC=2C=CC(=C(C2)C2=CC(=CC=C2)CC2CCN(CC2)C(=O)OC(C)(C)C)OC)CC (1,1-dimethylethyl 4-{[5′-{[({1-[({[1,6-diethyl-4-(tetrahydro-2H-pyran-4-ylamino)-1H-pyrazolo[3,4-b]pyridin-5-yl]methyl}amino)carbonyl]cyclopropyl}carbonyl)amino]methyl}-2′-(methyloxy)-3-biphenylyl]methyl}-1-piperidinecarboxylate). RXN SMILES: BrC1C=C(C[N:11]([CH2:20][C:21]2[C:22]([NH:34][CH:35]3[CH2:40][CH2:39][O:38][CH2:37][CH2:36]3)=[C:23]3[CH:31]=[N:30][N:29]([CH2:32][CH3:33])[C:24]3=[N:25][C:26]=2[CH2:27][CH3:28])[C:12]([C:14]2([C:17]([NH2:19])=[O:18])[CH2:16][CH2:15]2)=[O:13])C=CC=1OC.CC1(C)C(C)(C)OB([C:49]2[CH:50]=[C:51]([CH2:55][CH:56]3[CH2:61][CH2:60][N:59]([C:62]([O:64][C:65]([CH3:68])([CH3:67])[CH3:66])=[O:63])[CH2:58][CH2:57]3)[CH:52]=[CH:53][CH:54]=2)O1.[C:70]([O-:73])([O-])=O.[Na+].[Na+]>O1CCOCC1.O.C1C=CC(P(C2C=CC=CC=2)[C-]2C=CC=C2)=CC=1.C1C=CC(P(C2C=CC=CC=2)[C-]2C=CC=C2)=CC=1.Cl[Pd]Cl.[Fe+2]>[CH2:32]([N:29]1[C:24]2=[N:25][C:26]([CH2:27][CH3:28])=[C:21]([CH2:20][NH:11][C:12]([C:14]3([C:17]([NH:19][CH2:55][C:51]4[CH:50]=[CH:49][C:54]([O:73][CH3:70])=[C:53]([C:49]5[CH:54]=[CH:53][CH:52]=[C:51]([CH2:55][CH:56]6[CH2:57][CH2:58][N:59]([C:62]([O:64][C:65]([CH3:68])([CH3:67])[CH3:66])=[O:63])[CH2:60][CH2:61]6)[CH:50]=5)[CH:52]=4)=[O:18])[CH2:15][CH2:16]3)=[O:13])[C:22]([NH:34][CH:35]3[CH2:36][CH2:37][O:38][CH2:39][CH2:40]3)=[C:23]2[CH:31]=[N:30]1)[CH3:33] |f:2.3.4,7.8.9.10|. Procedure: Process (A) A mixture of N1-{[3-bromo-4-(methyloxy)phenyl]methyl}-N1-{[1,6-diethyl-4-(tetrahydro-2H-pyran-4-ylamino)-1H-pyrazolo[3,4-b]pyridin-5-yl]methyl}-1,1-cyclopropanedicarboxamide (50 mg, 0.081 mmol), 1,1-dimethylethyl 4-{[3-(4,4,5,5-tetramethyl-1,3,2-dioxaborolan-2-yl)phenyl]methyl}-1-piperidinecarboxylate (25.7 mg, 0.081 mmol), Na2CO3 (25.9 mg, 0.244 mmol) and PdCl2(dppf) (5.96 mg, 8.15 μmol) was diluted in a mixture of 1,4-dioxane (3 mL) and water (1 mL) in a 2-5 mL Biotage microwave re... Reactants: O=C(Cl)c1ccc2c(c1)OCO2, CCN(C(C)C)C(C)C, ClCCl, Cl, NCc1cccc2c1C(=O)N(C1CCC(=O)NC1=O)C2=O. The product is O=C1CCC(N2C(=O)c3cccc(CNC(=O)c4ccc5c(c4)OCO5)c3C2=O)C(=O)N1. Reaction SMILES: [C:32]([c:33]1[cH:34][c:35]2[c:39]([cH:40][cH:41]1)[O:38][CH2:37][O:36]2)(=[O:42])[Cl:43].[CH:23]([N:24]([CH:25]([CH3:26])[CH3:27])[CH2:28][CH3:29])([CH3:30])[CH3:31].[Cl:44][CH2:45][Cl:46].[ClH:1].[NH2:2][CH2:3][c:4]1[c:5]2[c:9]([cH:10][cH:11][cH:12]1)[C:8](=[O:13])[N:7]([CH:14]1[C:15](=[O:21])[NH:16][C:17](=[O:20])[CH2:18][CH2:19]1)[C:6]2=[O:22]>>[NH:2]([CH2:3][c:4]1[c:5]2[c:9]([cH:10][cH:11][cH:12]1)[C:8](=[O:13])[N:7]([CH:14]1[C:15](=[O:21])[NH:16][C:17](=[O:20])[CH2:18][CH2:19]1)[C:6]2=[O:22])[C:32]([c:33]1[cH:34][c:35]2[c:39]([cH:40][cH:41]1)[O:38][CH2:37][O:36]2)=[O:42]. Run in C(C)OC(OCC)OCC (triethoxymethane). Reactants: N1=CN=C(C(=C1)N)N (pyrimidine-4,5-diamine), C(=O)O (HCOOH). The yield is 100.0%. RXN SMILES: [N:1]1[CH:6]=[C:5]([NH2:7])[C:4]([NH2:8])=[N:3][CH:2]=1.[CH:9](O)=O>C(OC(OCC)OCC)C>[N:1]1[CH:6]=[C:5]2[C:4]([NH:8][CH:9]=[N:7]2)=[N:3][CH:2]=1. The product is N1=CN=C2NC=NC2=C1 (9H-purine). Reported procedure: A solution of pyrimidine-4,5-diamine (718 mg, 6.53 mmol) and HCOOH (0.36 mL) in triethoxymethane (19 mL) was stirred at 90° C. for 3.5 h. The reaction mixture was concentrated under reduced pressure. The residue was purified by silica gel chromatography eluting with 40:1 DCM/MeOH to give 9H-purine as a brown solid (784 mg, 100%). 1H NMR (300 MHz, DMSO-d6) δ 13.40 (br s, 1H), 9.12 (s, 1H), 8.92 (s, 1H), 8.60 (s, 1H). LCMS (ESI) m/z 121 (M+H)+.